This data is from the Open Reaction Database (ORD), a public repository of structured organic reaction records. The task is: describe an organic reaction: reactants, conditions, products, and yield The reactants are COc1ccc(CCCC(=O)C(=O)O)cc1, Cl, [Na+], [OH-], O. Yields the product COc1ccc(CCCC(O)C(=O)O)cc1. RXN SMILES: [CH3:3][O:4][c:5]1[cH:6][cH:7][c:8]([CH2:11][CH2:12][CH2:13][C:14]([C:15](=[O:16])[OH:17])=[O:18])[cH:9][cH:10]1.[ClH:19].[Na+:2].[OH-:1].[OH2:20]>>[CH3:3][O:4][c:5]1[cH:6][cH:7][c:8]([CH2:11][CH2:12][CH2:13][CH:14]([C:15](=[O:16])[OH:17])[OH:18])[cH:9][cH:10]1. The reactants are Cl (hydrochloric acid), C(=O)(OC)COC1=CC=C(C=C1)CC(C)N1CC(OC(C1)=O)C=1N=C(SC1)C(F)(F)F (N-[2-(4-Carbomethoxymethoxyphenyl)-1-methylethyl]-2-(2-trifluoromethyl-thiazol-4-yl)morpholin-6-one), ice water, [OH-].[Na+] (sodium hydroxide). The solvent is CO (methanol). The product is C(=O)(OC)COC1=CC=C(C=C1)CC(C)N(CC(C=1N=C(SC1)C(F)(F)F)O)CC(=O)O (N-[2-(4-Carbomethoxymethoxyphenyl)-1-methylethyl]-N-(carboxymethyl)-2-hydroxy-2-(2-trifluoromethyl-thiazol-4-yl) ethanamine). RXN SMILES: [C:1]([CH2:5][O:6][C:7]1[CH:12]=[CH:11][C:10]([CH2:13][CH:14]([N:16]2[CH2:21][C:20](=[O:22])[O:19][CH:18]([C:23]3[N:24]=[C:25]([C:28]([F:31])([F:30])[F:29])[S:26][CH:27]=3)[CH2:17]2)[CH3:15])=[CH:9][CH:8]=1)([O:3][CH3:4])=[O:2].[OH-:32].[Na+].Cl>CO>[C:1]([CH2:5][O:6][C:7]1[CH:8]=[CH:9][C:10]([CH2:13][CH:14]([N:16]([CH2:21][C:20]([OH:19])=[O:22])[CH2:17][CH:18]([OH:32])[C:23]2[N:24]=[C:25]([C:28]([F:30])([F:29])[F:31])[S:26][CH:27]=2)[CH3:15])=[CH:11][CH:12]=1)([O:3][CH3:4])=[O:2] |f:1.2|. Procedure details: 1.4 g (0.0031 mol) of N-[2-(4-Carbomethoxymethoxyphenyl)-1-methylethyl]-2-(2-trifluoromethyl-thiazol-4-yl)morpholin-6-one are dissolved in 10 ml of methanol. 3 ml (0.003 mol) of 1N sodium hydroxide solution are added to this stirred solution at room temperature. After 5 minutes 15 ml of ice-water are added, and the mixture is neutralised with 3 ml of 1N hydrochloric acid. The aqueous phase is extracted by shaking 3× with methylene chloride. The organic phase is dried over sodium sulphate, filter... Isolated yield 55.0%. Reported procedure: The HF-catalyzed condensation of 2-chlorobenzoic acid with p-xylene was also investigated. Condensation was carried out at 60° C. for 4.5 hours. 2-chloro-2',5'-dimethylbenzophenone product was isolated in 55% yield. Upon repeating the reaction at 80° C. for 4.5 hours, the conversion was slightly increased to afford the product in 60% yield. The results appear to show that p-xylene is not as reactive as m-xylene in this reaction. RXN SMILES: [Cl:1][C:2]1[CH:10]=[CH:9][CH:8]=[CH:7][C:3]=1[C:4]([OH:6])=O.[CH3:11][C:12]1[CH:13]=[CH:14][C:15]([CH3:18])=[CH:16][CH:17]=1>>[Cl:1][C:2]1[CH:10]=[CH:9][CH:8]=[CH:7][C:3]=1[C:4]([C:17]1[CH:16]=[C:15]([CH3:18])[CH:14]=[CH:13][C:12]=1[CH3:11])=[O:6]. Run at time 4.5 hour. Starting materials: ClC1=C(C(=O)O)C=CC=C1 (2-chlorobenzoic acid), CC=1C=CC(=CC1)C (p-xylene). The product is ClC1=C(C(=O)C2=C(C=CC(=C2)C)C)C=CC=C1 (2-chloro-2',5'-dimethylbenzophenone). The reactants are O=C(O)CC=Cc1cccc(F)c1, C1CCOC1, O=S(=O)(O)O. Yields the product O=C(O)CCCc1cccc(F)c1. As a reaction SMILES: [F:1][c:2]1[cH:3][c:4]([CH:8]=[CH:9][CH2:10][C:11](=[O:12])[OH:13])[cH:5][cH:6][cH:7]1.[O:19]1[CH2:20][CH2:21][CH2:22][CH2:23]1.[S:14](=[O:15])(=[O:16])([OH:17])[OH:18]>>[F:1][c:2]1[cH:3][c:4]([CH2:8][CH2:9][CH2:10][C:11](=[O:12])[OH:13])[cH:5][cH:6][cH:7]1. The reactants are C=CCBr, Cc1ccccc1CC(C)CN1CCCC1, CCOC(C)=O. Yields the product [Br-], C=CC[N+]1(CC(C)Cc2ccccc2C)CCCC1. As a reaction SMILES: [CH2:17]([CH:18]=[CH2:19])[Br:20].[CH3:1][CH:2]([CH2:3][N:4]1[CH2:5][CH2:6][CH2:7][CH2:8]1)[CH2:9][c:10]1[c:11]([CH3:16])[cH:12][cH:13][cH:14][cH:15]1.[CH3:21][CH2:22][O:23][C:24](=[O:25])[CH3:26]>>[Br-:20].[CH3:1][CH:2]([CH2:3][N+:4]1([CH2:19][CH:18]=[CH2:17])[CH2:5][CH2:6][CH2:7][CH2:8]1)[CH2:9][c:10]1[c:11]([CH3:16])[cH:12][cH:13][cH:14][cH:15]1. Starting materials: Nc1cc([N+](=O)[O-])ccc1Br, Cl, O=N[O-], [Na+], O, Cl[Sn]Cl. Yields the product NNc1cc([N+](=O)[O-])ccc1Br. Reaction SMILES: [Br:1][c:2]1[c:3]([NH2:4])[cH:5][c:6]([N+:9](=[O:10])[O-:11])[cH:7][cH:8]1.[ClH:19].[N:12]([O-:13])=[O:14].[Na+:15].[OH2:20].[Sn:16]([Cl:17])[Cl:18]>>[Br:1][c:2]1[c:3]([NH:4][NH2:12])[cH:5][c:6]([N+:9](=[O:10])[O-:11])[cH:7][cH:8]1. The reactants are Cc1cc(-c2cccc(C(=O)CC(=O)Nc3cc(Cl)c(N(C)CC(C)C)cc3NC(=O)OC(C)(C)C)c2)on1, ClCCl, O=C(O)C(F)(F)F. Yields the product Cc1cc(-c2cccc(C3=Nc4cc(N(C)CC(C)C)c(Cl)cc4NC(=O)C3)c2)on1. As a reaction SMILES: [C:1]([O:2][C:3](=[O:4])[NH:7][c:8]1[c:9]([NH:21][C:22]([CH2:23][C:24](=[O:5])[c:26]2[cH:27][c:28](-[c:32]3[cH:33][c:34]([CH3:37])[n:35][o:36]3)[cH:29][cH:30][cH:31]2)=[O:38])[cH:10][c:11]([Cl:20])[c:12]([N:14]([CH3:15])[CH2:16][CH:17]([CH3:18])[CH3:19])[cH:13]1)([CH3:6])([CH3:25])[CH3:39].[Cl:47][CH2:48][Cl:49].[F:40][C:41]([F:42])([F:43])[C:44]([OH:45])=[O:46]>>[N:7]1=[C:24]([c:26]2[cH:27][c:28](-[c:32]3[cH:33][c:34]([CH3:37])[n:35][o:36]3)[cH:29][cH:30][cH:31]2)[CH2:23][C:22](=[O:38])[NH:21][c:9]2[c:8]1[cH:13][c:12]([N:14]([CH3:15])[CH2:16][CH:17]([CH3:18])[CH3:19])[c:11]([Cl:20])[cH:10]2. Reactants: C1CCOC1, C=CCN1CC(N(Cc2ccccc2C)c2ccc(C#N)c(Cl)c2)CC1=O, [Na+], [OH-], O, OO. The product is Cc1ccccc1CN(c1ccc(C#N)c(Cl)c1)C1CC(=O)N(CCCO)C1. RXN SMILES: [CH2:33]1[O:34][CH2:35][CH2:36][CH2:37]1.[Cl:1][c:2]1[c:3]([C:4]#[N:5])[cH:6][cH:7][c:8]([N:10]([CH:11]2[CH2:12][N:13]([CH2:17][CH:18]=[CH2:19])[C:14](=[O:16])[CH2:15]2)[CH2:20][c:21]2[c:22]([CH3:27])[cH:23][cH:24][cH:25][cH:26]2)[cH:9]1.[Na+:32].[OH-:31].[OH2:28].[OH:29][OH:30]>>[Cl:1][c:2]1[c:3]([C:4]#[N:5])[cH:6][cH:7][c:8]([N:10]([CH:11]2[CH2:12][N:13]([CH2:17][CH2:18][CH2:19][OH:28])[C:14](=[O:16])[CH2:15]2)[CH2:20][c:21]2[c:22]([CH3:27])[cH:23][cH:24][cH:25][cH:26]2)[cH:9]1.